Task: describe an organic reaction: reactants, conditions, products, and yield. Dataset: the Open Reaction Database (ORD), a public repository of structured organic reaction records The reactants are C(C)C1=C2C(=C(C=C(C2=CC=C1)/C=C(/C(=O)OCC)\C)OC)OCOC (ethyl (E)-3-(5-ethyl-3-methoxy-4-methoxymethoxy-1-naphthyl)-2-methylpropenoate). The solvent is CC(=O)C (acetone). Product: C(C)C1=C2C(=C(C=C(C2=CC=C1)\C=C(/C(=O)O)\C)OC)O ((Z)-3-(5-ethyl-4-hydroxy-3-methoxy-1-naphthyl)-2-methylpropenoic acid). Yield: 53.0%. RXN SMILES: [CH2:1]([C:3]1[CH:12]=[CH:11][CH:10]=[C:9]2[C:4]=1[C:5]([O:23]COC)=[C:6]([O:21][CH3:22])[CH:7]=[C:8]2/[CH:13]=[C:14](\[CH3:20])/[C:15]([O:17]CC)=[O:16])[CH3:2]>CC(C)=O>[CH2:1]([C:3]1[CH:12]=[CH:11][CH:10]=[C:9]2[C:4]=1[C:5]([OH:23])=[C:6]([O:21][CH3:22])[CH:7]=[C:8]2/[CH:13]=[C:14](/[CH3:20])\[C:15]([OH:17])=[O:16])[CH3:2]. Procedure: 15.6 g of ethyl (E)-3-(5-ethyl-3-methoxy-4-methoxymethoxy-1-naphthyl)-2-methylpropenoate was dissolved in 300 ml of acetone and irradiated for 2 hours with light from a high pressure mercury lamp through a Pyrex filter. The solvent was evaporated and the resultant residue was purified by silica gel column chromatography (3% ethyl acetate/hexane) to obtain 6.6 g of the titled compound as a yellow oil. At the same time, 9.0 g of a mixture of E and Z isomers was obtained. Starting materials: Cl.CO (methanol HCl), ]589, N[C@H](CO)C(=O)N (D-serinamide), CCCC(CCC)=O (4-heptanone), Cl.CO (methanol HCl), C(#N)[BH3-].[Na+] (sodium cyanoborohydride), P(O)(O)(O)=O (phosphoric acid). Run in CO (methanol). Yields the product P(=O)(O)(O)O.CCCC(CCC)N[C@@H](C(=O)N)CO ((R)-2-(4-heptylamino)-3-hydroxypropanamide phosphate). Reaction SMILES: [NH2:1][C@@H:2]([C:5]([NH2:7])=[O:6])[CH2:3][OH:4].[CH3:8][CH2:9][CH2:10][C:11](=O)[CH2:12][CH2:13][CH3:14].Cl.CO.C([BH3-])#N.[Na+].[P:23](=[O:27])([OH:26])([OH:25])[OH:24]>CO>[P:23]([OH:27])([OH:26])([OH:25])=[O:24].[CH3:8][CH2:9][CH2:10][CH:11]([NH:1][C@H:2]([CH2:3][OH:4])[C:5]([NH2:7])=[O:6])[CH2:12][CH2:13][CH3:14] |f:2.3,4.5,8.9|. Reported procedure: A solution of D-serinamide (0.01 moles, 1 g) and 4-heptanone (0.01 moles, 1.1 g) in methanol (50 ml) is added with 4M methanol HCl (0.0033 moles, 0.85 ml) and sodium cyanoborohydride (0.005 moles, 0.33 g). The mixture is reacted at r.t. for 10 days, acidified with methanol HCl to pH=2, and evaporated to dryness under vacuum. The residue is taken up with water (100 ml), washed with ethyl ether (100 ml), alkalinized with sodium carbonate and extracted with chloroform (3×100 ml). The resulting oil ...